From a dataset of the Open Reaction Database (ORD), a public repository of structured organic reaction records. describe an organic reaction: reactants, conditions, products, and yield Starting materials: CO, O=[N+]([O-])c1cc(Cl)ccc1CO, [H][H], [Pt]. Yields the product Nc1cc(Cl)ccc1CO. RXN SMILES: [CH3:15][OH:16].[Cl:1][c:2]1[cH:3][c:4]([N+:10]([O-:11])=[O:12])[c:5]([CH2:6][OH:7])[cH:8][cH:9]1.[H:13][H:14].[Pt:17]>>[Cl:1][c:2]1[cH:3][c:4]([NH2:10])[c:5]([CH2:6][OH:7])[cH:8][cH:9]1. The reactants are CC(C)(C)OC(=O)N1CCNCC1, CS(C)=O, Nc1cc(Cl)ccc1[N+](=O)[O-], O. Product: CC(C)(C)OC(=O)N1CCN(c2ccc([N+](=O)[O-])c(N)c2)CC1. As a reaction SMILES: [C:12]([CH3:13])([CH3:14])([CH3:15])[O:16][C:17](=[O:18])[N:19]1[CH2:20][CH2:21][NH:22][CH2:23][CH2:24]1.[CH3:26][S:27]([CH3:28])=[O:29].[Cl:1][c:2]1[cH:3][cH:4][c:5]([N+:9](=[O:10])[O-:11])[c:6]([NH2:8])[cH:7]1.[OH2:25]>>[c:2]1([N:22]2[CH2:21][CH2:20][N:19]([C:17]([O:16][C:12]([CH3:13])([CH3:14])[CH3:15])=[O:18])[CH2:24][CH2:23]2)[cH:3][cH:4][c:5]([N+:9](=[O:10])[O-:11])[c:6]([NH2:8])[cH:7]1. Starting materials: O=C(CCCCCCC(=O)OC)C (Methyl 8-oxo-nonanoate), NC1=NC=CC=C1C=O (2-aminopyridine-3-carboxaldehyde), N1[C@H](C(=O)O)CCC1 (L-proline). Solvent: C(C)O (ethanol). Conditions: temperature 95 celsius. Yields the product COC(CCCCCCC1=NC2=NC=CC=C2C=C1)=O (7-[1,8]Naphthyridin-2-yl-heptanoic acid methyl ester). As a reaction SMILES: O=[C:2]([CH3:13])[CH2:3][CH2:4][CH2:5][CH2:6][CH2:7][CH2:8][C:9]([O:11][CH3:12])=[O:10].[NH2:14][C:15]1[C:20]([CH:21]=O)=[CH:19][CH:18]=[CH:17][N:16]=1.N1CCC[C@H]1C(O)=O>C(O)C>[CH3:12][O:11][C:9](=[O:10])[CH2:8][CH2:7][CH2:6][CH2:5][CH2:4][CH2:3][C:2]1[CH:13]=[CH:21][C:20]2[C:15](=[N:16][CH:17]=[CH:18][CH:19]=2)[N:14]=1. Reported procedure: To a stirred solution of methyl 8-oxo-nonanoate 29-2 (3.8 g, 20.4 mmol) in absolute ethanol (100 mL) was added 2-aminopyridine-3-carboxaldehyde (2.49 g, 20.4 mmol) and L-proline (1.17 g, 10.2 mmol) and the mixture was heated to 95° C. for 18 hours, after which the mixture was cooled to ambient temperature and then concentrated at reduced pressure. The resulting solid was purified by flash column chromatography over silica gel with 95:5 ethyl acetate/methanol to give 29-3 as a white solid. Reaction SMILES: [CH2:25]([O:26][CH:28]([O:29][CH2:30][CH3:31])[O:32][CH2:33][CH3:34])[CH3:27].[CH3:1][C:2]([CH3:3])([CH3:4])[CH:5]([C:6](=[O:7])[O:8][CH2:9][CH3:10])[CH2:11][CH:12]=[O:13].[c:14]1([CH3:15])[cH:16][cH:17][c:18]([S:19]([OH:20])(=[O:21])=[O:22])[cH:23][cH:24]1>>[CH3:1][C:2]([CH3:3])([CH3:4])[CH:5]([C:6](=[O:7])[O:8][CH2:9][CH3:10])[CH2:11][CH:28]([O:29][CH2:30][CH3:31])[O:32][CH2:33][CH3:34]. Yields the product CCOC(=O)C(CC(OCC)OCC)C(C)(C)C. Reactants: CCOC(OCC)OCC, CCOC(=O)C(CC=O)C(C)(C)C, Cc1ccc(S(=O)(=O)O)cc1. Starting materials: [Br-], CC(C)(C)[Si](C)(C)OC1CC(=O)OC(C=O)C1, CN([SiH](C)C)[Si](C)(C)C, [Cl-], CC(C)c1nc(N(C)S(C)(=O)=O)nc(-c2ccc(F)cc2)c1C[P+](c1ccccc1)(c1ccccc1)c1ccccc1, [Li], [NH4+], C1CCOC1. Product: CC(C)c1nc(N(C)S(C)(=O)=O)nc(-c2ccc(F)cc2)c1C=CC1CC(O[Si](C)(C)C(C)(C)C)CC(=O)O1. Reaction SMILES: [Br-:1].[C:54]([CH3:55])([CH3:56])([CH3:57])[Si:58]([O:59][CH:60]1[CH2:61][CH:62]([CH:67]=[O:68])[O:63][C:64](=[O:66])[CH2:65]1)([CH3:69])[CH3:70].[CH3:44][SiH:45]([CH3:46])[N:47]([CH3:48])[Si:49]([CH3:50])([CH3:51])[CH3:52].[Cl-:71].[F:2][c:3]1[cH:4][cH:5][c:6](-[c:9]2[n:10][c:11]([N:38]([S:39](=[O:40])(=[O:41])[CH3:42])[CH3:43])[n:12][c:13]([CH:35]([CH3:36])[CH3:37])[c:14]2[CH2:15][P+:16]([c:17]2[cH:18][cH:19][cH:20][cH:21][cH:22]2)([c:23]2[cH:24][cH:25][cH:26][cH:27][cH:28]2)[c:29]2[cH:30][cH:31][cH:32][cH:33][cH:34]2)[cH:7][cH:8]1.[Li:53].[NH4+:72].[O:73]1[CH2:74][CH2:75][CH2:76][CH2:77]1>>[F:2][c:3]1[cH:4][cH:5][c:6](-[c:9]2[n:10][c:11]([N:38]([S:39](=[O:40])(=[O:41])[CH3:42])[CH3:43])[n:12][c:13]([CH:35]([CH3:36])[CH3:37])[c:14]2[CH:15]=[CH:67][CH:62]2[CH2:61][CH:60]([O:59][Si:58]([C:54]([CH3:55])([CH3:56])[CH3:57])([CH3:69])[CH3:70])[CH2:65][C:64](=[O:66])[O:63]2)[cH:7][cH:8]1.